Dataset: the Open Reaction Database (ORD), a public repository of structured organic reaction records. Task: describe an organic reaction: reactants, conditions, products, and yield The product is COCC(C)Oc1cc(N(C)S(=O)(=O)c2ccccn2)c2[nH]c(C3=NCC(CN4CCSCC4)S3)cc2c1. As a reaction SMILES: [CH2:34]([P:35]([CH2:36][CH2:37][CH2:38][CH3:39])[CH2:40][CH2:41][CH2:42][CH3:43])[CH2:44][CH2:45][CH3:46].[CH3:47][O:48][CH2:49][CH:50]([CH3:51])[OH:52].[CH3:71][c:72]1[cH:73][cH:74][cH:75][cH:76][cH:77]1.[N:53]([C:54]([N:55]1[CH2:56][CH2:57][CH2:58][CH2:59][CH2:60]1)=[O:61])=[N:62][C:63]([N:64]1[CH2:65][CH2:66][CH2:67][CH2:68][CH2:69]1)=[O:70].[O:78]1[CH2:79][CH2:80][CH2:81][CH2:82]1.[OH:1][c:2]1[cH:3][c:4]2[cH:5][c:6]([C:22]3=[N:26][CH2:25][CH:24]([CH2:27][N:28]4[CH2:29][CH2:30][S:31][CH2:32][CH2:33]4)[S:23]3)[nH:7][c:8]2[c:9]([N:11]([S:12](=[O:13])(=[O:14])[c:15]2[n:16][cH:17][cH:18][cH:19][cH:20]2)[CH3:21])[cH:10]1>>[O:1]([c:2]1[cH:3][c:4]2[cH:5][c:6]([C:22]3=[N:26][CH2:25][CH:24]([CH2:27][N:28]4[CH2:29][CH2:30][S:31][CH2:32][CH2:33]4)[S:23]3)[nH:7][c:8]2[c:9]([N:11]([S:12](=[O:13])(=[O:14])[c:15]2[n:16][cH:17][cH:18][cH:19][cH:20]2)[CH3:21])[cH:10]1)[CH:50]([CH2:49][O:48][CH3:47])[CH3:51]. Reactants: CCCCP(CCCC)CCCC, COCC(C)O, Cc1ccccc1, O=C(N=NC(=O)N1CCCCC1)N1CCCCC1, C1CCOC1, CN(c1cc(O)cc2cc(C3=NCC(CN4CCSCC4)S3)[nH]c12)S(=O)(=O)c1ccccn1. Starting materials: ClC=1C=CC(=C(C1)C1C(NC(O1)=O)=O)OC (5-(5-Chloro-2-methoxyphenyl)oxazolidine-2,4-dione), O1CCCC1 (tetrahydrofuran). Reagents/catalysts: C(C)(=O)OC(C)=O (acetic anhydride). Run at time 16 hour. Product: C(C)(=O)N1C(OC(C1=O)C1=C(C=CC(=C1)Cl)OC)=O (3-acetyl-5-(5-chloro-2-methoxyphenyl)oxazolidine-2,4-dione). RXN SMILES: [Cl:1][C:2]1[CH:3]=[CH:4][C:5]([O:15][CH3:16])=[C:6]([CH:8]2[O:12][C:11](=[O:13])[NH:10][C:9]2=[O:14])[CH:7]=1.[O:17]1CC[CH2:19][CH2:18]1>C(OC(=O)C)(=O)C>[C:18]([N:10]1[C:9](=[O:14])[CH:8]([C:6]2[CH:7]=[C:2]([Cl:1])[CH:3]=[CH:4][C:5]=2[O:15][CH3:16])[O:12][C:11]1=[O:13])(=[O:17])[CH3:19]. Procedure: 5-(5-Chloro-2-methoxyphenyl)oxazolidine-2,4-dione (100 mg.) was dissolved in 2.5 ml. of tetrahydrofuran. Excess acetic anhydride (4 drops) was added, and the mixture allowed to stand at room temperature for 16 hours. Evaporation to dryness gave 3-acetyl-5-(5-chloro-2-methoxyphenyl)oxazolidine-2,4-dione [Rf 0.75 (1:1 ethyl acetate: chloroform; m.p. 160°-162° C⟧ Reactants: [Al+3], CCCCCCCCS, CCCc1cc(OC)ccc1CCC(=O)OCC, Cc1ccccc1, CCOC(C)=O, [Cl-], [Cl-], [Cl-], O. The product is CCCc1cc(O)ccc1CCC(=O)OCC. RXN SMILES: [Al+3:2].[CH2:5]([SH:6])[CH2:7][CH2:8][CH2:9][CH2:10][CH2:11][CH2:12][CH3:13].[CH3:14][O:15][c:16]1[cH:17][c:18]([CH2:29][CH2:30][CH3:31])[c:19]([CH2:22][CH2:23][C:24](=[O:25])[O:26][CH2:27][CH3:28])[cH:20][cH:21]1.[CH3:33][c:34]1[cH:35][cH:36][cH:37][cH:38][cH:39]1.[CH3:40][CH2:41][O:42][C:43](=[O:44])[CH3:45].[Cl-:1].[Cl-:3].[Cl-:4].[OH2:32]>>[OH:15][c:16]1[cH:17][c:18]([CH2:29][CH2:30][CH3:31])[c:19]([CH2:22][CH2:23][C:24](=[O:25])[O:26][CH2:27][CH3:28])[cH:20][cH:21]1. Starting materials: CNC, CO, Cc1cc(OCc2ccc(F)cc2F)cc(=O)n1-c1cccc(CCl)c1. Product: Cc1cc(OCc2ccc(F)cc2F)cc(=O)n1-c1cccc(CN(C)C)c1. As a reaction SMILES: [CH3:27][NH:28][CH3:29].[CH3:30][OH:31].[Cl:1][CH2:2][c:3]1[cH:4][c:5](-[n:9]2[c:10](=[O:26])[cH:11][c:12]([O:16][CH2:17][c:18]3[c:19]([F:25])[cH:20][c:21]([F:24])[cH:22][cH:23]3)[cH:13][c:14]2[CH3:15])[cH:6][cH:7][cH:8]1>>[CH2:2]([c:3]1[cH:4][c:5](-[n:9]2[c:10](=[O:26])[cH:11][c:12]([O:16][CH2:17][c:18]3[c:19]([F:25])[cH:20][c:21]([F:24])[cH:22][cH:23]3)[cH:13][c:14]2[CH3:15])[cH:6][cH:7][cH:8]1)[N:28]([CH3:27])[CH3:29]. Starting materials: C(C)(=O)O[BH-](OC(C)=O)OC(C)=O.[Na+] (sodium triacetoxyborohydride), [O-]S(=O)(=O)[O-].[Na+].[Na+] (Na2SO4), C(C)(=O)O (Acetic acid), C(CCC)C1=CC=C(C=O)C=C1 (4-butylbenzaldehyde), Cl.COC(=O)C=1SC(=CC1)CCCN (5-(3-amino-propyl)-thiophene-2-carboxylic acid methyl ester hydrochloride), [O-]S(=O)(=O)[O-].[Na+].[Na+] (Na2SO4). The solvent is CCOC(=O)C (EtOAc), CO (MeOH). Run at time 16 hour. Yields the product COC(=O)C=1SC(=CC1)CCCNCC1=CC=C(C=C1)CCCC (5-{3-[(4-Butyl-benzyl)-amino]-propyl}-thiophene-2-carboxylic acid methyl ester). The yield is 58.0%. RXN SMILES: [CH2:1]([C:5]1[CH:12]=[CH:11][C:8]([CH:9]=O)=[CH:7][CH:6]=1)[CH2:2][CH2:3][CH3:4].Cl.[CH3:14][O:15][C:16]([C:18]1[S:19][C:20]([CH2:23][CH2:24][CH2:25][NH2:26])=[CH:21][CH:22]=1)=[O:17].[O-]S([O-])(=O)=O.[Na+].[Na+].C(O)(=O)C.C(O[BH-](OC(=O)C)OC(=O)C)(=O)C.[Na+]>CO.CCOC(C)=O>[CH3:14][O:15][C:16]([C:18]1[S:19][C:20]([CH2:23][CH2:24][CH2:25][NH:26][CH2:9][C:8]2[CH:11]=[CH:12][C:5]([CH2:1][CH2:2][CH2:3][CH3:4])=[CH:6][CH:7]=2)=[CH:21][CH:22]=1)=[O:17] |f:1.2,3.4.5,7.8|. Reported procedure: A mixture of 4-butylbenzaldehyde (250 mg, 1.541 mmol), 5-(3-amino-propyl)-thiophene-2-carboxylic acid methyl ester hydrochloride (403 mg, 1.695 mmol), and Na2SO4 (2.189 g, 15.41 mmol) in MeOH (10 mL) was heated at reflux for 4.5 h and additional Na2SO4 (2.19 g) was added. The reaction was heated at reflux for 1 h and was cooled to room temperature. The solids were filtered off with the aid of MeOH and the volatiles were removed in vacuo. The residue was dissolved in THF (10 mL) and CH2Cl2 (10 mL...